From a dataset of the Open Reaction Database (ORD), a public repository of structured organic reaction records. describe an organic reaction: reactants, conditions, products, and yield The reactants are OC[C@@H]1C[C@@H](OC(O1)(C)C)CC(=O)OC(C)(C)C (tert-butyl [(4R,6S)-6-(hydroxymethyl)-2,2-dimethyl-1,3-dioxane-4-yl]acetate), C1(=CC=CC=C1)P(C1=CC=CC=C1)C1=CC=CC=C1 (triphenylphosphine), N1C=NC=C1 (imidazole), II (iodine). Solvent: C1=CC=CC=C1 (benzene), C(C)(=O)OCC.C(Cl)Cl (ethyl acetate methylene chloride), CCCCCC.C(Cl)Cl (hexane methylene chloride). Product: IC[C@@H]1C[C@@H](OC(O1)(C)C)CC(=O)OC(C)(C)C (tert-butyl [(4R,6S)-6-(iodomethyl)-2,2-dimethyl-1,3-dioxane-4-yl]acetate). Yield: 99.2%. RXN SMILES: O[CH2:2][C@H:3]1[O:8][C:7]([CH3:10])([CH3:9])[O:6][C@@H:5]([CH2:11][C:12]([O:14][C:15]([CH3:18])([CH3:17])[CH3:16])=[O:13])[CH2:4]1.C1(P(C2C=CC=CC=2)C2C=CC=CC=2)C=CC=CC=1.N1C=CN=C1.[I:43]I>C(OCC)(=O)C.C(Cl)Cl.CCCCCC.C(Cl)Cl.C1C=CC=CC=1>[I:43][CH2:2][C@H:3]1[O:8][C:7]([CH3:10])([CH3:9])[O:6][C@@H:5]([CH2:11][C:12]([O:14][C:15]([CH3:18])([CH3:17])[CH3:16])=[O:13])[CH2:4]1 |f:4.5,6.7|. Reported procedure: To a solution of 1.0 g (3.84 mmol) of tert-butyl [(4R,6S)-6-(hydroxymethyl)-2,2-dimethyl-1,3-dioxane-4-yl]acetate, 2.01 g (7.68 mmol) of triphenylphosphine, 0.523 g (7.68 mmol) of imidazole and 11.5 ml of anhydrous benzene was added 1.46 g (5.8 mmol) of iodine with stirring and cooling with ice, and then reacted for 2.5 hours at room temperature. The deposited crystal was filtered, and the obtained crystal was washed with ether. The filtrate and the washings were combined and distilled away unde... Starting materials: C(#N)C1=CC(=C(C=C1)C1=CC(=NO1)C(=O)O)F (5-(4-cyano-2-fluoro-phenyl)-isoxazole-3-carboxylic acid), C(C)(C)(C)C1=NOC(=N1)N1CCC(CC1)NC1CC1 ([1-(3-tert-butyl-[1,2,4]oxadiazol-5-yl)-piperidin-4-yl]-cyclopropyl-amine). Yields the product C(C)(C)(C)C1=NOC(=N1)N1CCC(CC1)N(C(=O)C1=NOC(=C1)C1=C(C=C(C=C1)C#N)F)C1CC1 (5-(4-Cyano-2-fluoro-phenyl)-isoxazole-3-carboxylic acid [1-(3-tert-butyl-[1,2,4]oxadiazol-5-yl)-piperidin-4-yl]-cyclopropyl-amide). As a reaction SMILES: [C:1]([C:3]1[CH:8]=[CH:7][C:6]([C:9]2[O:13][N:12]=[C:11]([C:14]([OH:16])=O)[CH:10]=2)=[C:5]([F:17])[CH:4]=1)#[N:2].[C:18]([C:22]1[N:26]=[C:25]([N:27]2[CH2:32][CH2:31][CH:30]([NH:33][CH:34]3[CH2:36][CH2:35]3)[CH2:29][CH2:28]2)[O:24][N:23]=1)([CH3:21])([CH3:20])[CH3:19]>>[C:18]([C:22]1[N:26]=[C:25]([N:27]2[CH2:28][CH2:29][CH:30]([N:33]([CH:34]3[CH2:36][CH2:35]3)[C:14]([C:11]3[CH:10]=[C:9]([C:6]4[CH:7]=[CH:8][C:3]([C:1]#[N:2])=[CH:4][C:5]=4[F:17])[O:13][N:12]=3)=[O:16])[CH2:31][CH2:32]2)[O:24][N:23]=1)([CH3:21])([CH3:19])[CH3:20]. Reported procedure: The title compound is prepared from 5-(4-cyano-2-fluoro-phenyl)-isoxazole-3-carboxylic acid and [1-(3-tert-butyl-[1,2,4]oxadiazol-5-yl)-piperidin-4-yl]-cyclopropyl-amine following a procedure analogous to that described in Example 18. LC (method 18): tR=1.29 min; Mass spectrum (ESI+): m/z=479 [M+H]+.